Dataset: the Open Reaction Database (ORD), a public repository of structured organic reaction records. Task: describe an organic reaction: reactants, conditions, products, and yield Starting materials: N1=C(C=CC2=CC=CC=C12)N1N=C(C=C1O)C(F)(F)F (1-(2-quinolinyl)-3-trifluoromethyl-5-hydroxypyrazole), [F-].[K+] (KF), BrCN1S(C2=C(C1=O)C(=CC(=C2)OC)C(C)C)(=O)=O (2-bromomethyl-4-isopropyl-6-methoxy-1,2-benzisothiazol-3(2H)-one 1,1-dioxide). Solvent: CN(C)C=O (DMF). Conditions: time 10 minute. Product: C(C)(C)C1=CC(=CC2=C1C(N(S2(=O)=O)COC2=CC(=NN2C2=NC1=CC=CC=C1C=C2)C(F)(F)F)=O)OC (4-isopropyl-6-methoxy-2-[1-(2-quinolinyl)-3-(trifluoromethyl)pyrazol-5-yl-oxymethyl]-1,2-benzisothiazol-3(2H)-one 1,1-dioxide). Yield: 76.4%. RXN SMILES: [N:1]1[C:10]2[C:5](=[CH:6][CH:7]=[CH:8][CH:9]=2)[CH:4]=[CH:3][C:2]=1[N:11]1[C:15]([OH:16])=[CH:14][C:13]([C:17]([F:20])([F:19])[F:18])=[N:12]1.[F-].[K+].Br[CH2:24][N:25]1[C:29](=[O:30])[C:28]2[C:31]([CH:37]([CH3:39])[CH3:38])=[CH:32][C:33]([O:35][CH3:36])=[CH:34][C:27]=2[S:26]1(=[O:41])=[O:40]>CN(C=O)C>[CH:37]([C:31]1[C:28]2[C:29](=[O:30])[N:25]([CH2:24][O:16][C:15]3[N:11]([C:2]4[CH:3]=[CH:4][C:5]5[C:10](=[CH:9][CH:8]=[CH:7][CH:6]=5)[N:1]=4)[N:12]=[C:13]([C:17]([F:19])([F:18])[F:20])[CH:14]=3)[S:26](=[O:41])(=[O:40])[C:27]=2[CH:34]=[C:33]([O:35][CH3:36])[CH:32]=1)([CH3:39])[CH3:38] |f:1.2|. Procedure: A mixture of 1-(2-quinolinyl)-3-trifluoromethyl-5-hydroxypyrazole (533 mg; 1.91 mmol) and KF (220 mg; 3.8 mmol) in 35 ml of DMF was stirred under nitrogen at room temperature for 10 minutes and then 2-bromomethyl-4-isopropyl-6-methoxy-1,2-benzisothiazol-3(2H)-one 1,1-dioxide (592 mg, 1.7 mmol) was added. The reaction mixture was stirred at room temperature for 45 minutes and diluted with ice/cold saturated sodium bicarbonate solution. The mixture was extracted with ethyl acetate (3×) followed by... Starting materials: CC(C)N(C(=O)CBr)c1ccccc1, [H-], [Na+], CN(C)C=O, O=C1Cc2nnc(-c3ccccc3)n2-c2ccccc2N1. The product is CC(C)N(C(=O)CN1C(=O)Cc2nnc(-c3ccccc3)n2-c2ccccc21)c1ccccc1. Reaction SMILES: [Br:24][CH2:25][C:26](=[O:27])[N:28]([c:29]1[cH:30][cH:31][cH:32][cH:33][cH:34]1)[CH:35]([CH3:36])[CH3:37].[H-:22].[Na+:23].[O:38]=[CH:39][N:40]([CH3:41])[CH3:42].[c:1]1(-[c:7]2[n:8][n:9][c:10]3[n:16]2-[c:15]2[c:14]([cH:20][cH:19][cH:18][cH:17]2)[NH:13][C:12](=[O:21])[CH2:11]3)[cH:2][cH:3][cH:4][cH:5][cH:6]1>>[c:1]1(-[c:7]2[n:8][n:9][c:10]3[n:16]2-[c:15]2[c:14]([cH:20][cH:19][cH:18][cH:17]2)[N:13]([CH2:25][C:26](=[O:27])[N:28]([c:29]2[cH:30][cH:31][cH:32][cH:33][cH:34]2)[CH:35]([CH3:36])[CH3:37])[C:12](=[O:21])[CH2:11]3)[cH:2][cH:3][cH:4][cH:5][cH:6]1. The reactants are [Li]CCCC, CCOCC, COc1ccc2c(c1)Sc1cc(OC)ccc1N2C, O=CN1CCCCC1, Cl, C1CCOC1. Yields the product COc1ccc2c(c1)Sc1c(ccc(OC)c1C=O)N2C. RXN SMILES: [CH2:1]([Li:2])[CH2:3][CH2:4][CH3:5].[CH2:39]([O:40][CH2:41][CH3:42])[CH3:43].[CH3:6][O:7][c:8]1[cH:9][cH:10][c:11]2[c:20]([cH:21]1)[S:19][c:18]1[c:13]([cH:14][cH:15][c:16]([O:22][CH3:23])[cH:17]1)[N:12]2[CH3:24].[CH:25](=[O:26])[N:27]1[CH2:28][CH2:29][CH2:30][CH2:31][CH2:32]1.[ClH:33].[O:34]1[CH2:35][CH2:36][CH2:37][CH2:38]1>>[CH3:6][O:7][c:8]1[cH:9][cH:10][c:11]2[c:20]([c:21]1[CH:25]=[O:26])[S:19][c:18]1[c:13]([cH:14][cH:15][c:16]([O:22][CH3:23])[cH:17]1)[N:12]2[CH3:24]. The reactants are CN(C)C=O, [NH3+]C1CCCCC1, O=P1(N(CCCl)CCCl)OCCC(O)N1CCCl, O=C(O)C(Cl)(Cl)Cl, O=S(=O)([O-])CCS. Product: [NH3+]C1CCCCC1, O=P1(N(CCCl)CCCl)OCCC(SCCS(=O)(=O)O)N1CCCl. RXN SMILES: [CH3:40][N:41]([CH3:42])[CH:43]=[O:44].[CH:26]1([NH3+:32])[CH2:27][CH2:28][CH2:29][CH2:30][CH2:31]1.[Cl:1][CH2:2][CH2:3][N:4]1[P:5]([N:11]([CH2:12][CH2:13][Cl:14])[CH2:15][CH2:16][Cl:17])(=[O:18])[O:6][CH2:7][CH2:8][CH:9]1[OH:10].[OH:33][C:34]([C:35]([Cl:36])([Cl:37])[Cl:38])=[O:39].[SH:19][CH2:20][CH2:21][S:22](=[O:23])(=[O:24])[O-:25]>>[CH:26]1([NH3+:32])[CH2:27][CH2:28][CH2:29][CH2:30][CH2:31]1.[Cl:1][CH2:2][CH2:3][N:4]1[P:5]([N:11]([CH2:12][CH2:13][Cl:14])[CH2:15][CH2:16][Cl:17])(=[O:18])[O:6][CH2:7][CH2:8][CH:9]1[S:19][CH2:20][CH2:21][S:22](=[O:23])(=[O:24])[OH:25]. Reactants: Cn1nnc(CNc2ccc(F)cc2)n1, COC(OC)C1(C)Oc2ccc([N+](=O)[O-])cc2C2OC21. As a reaction SMILES: [F:21][c:22]1[cH:23][cH:24][c:25]([NH:28][CH2:29][c:30]2[n:31][n:32][n:33]([CH3:35])[n:34]2)[cH:26][cH:27]1.[N+:1](=[O:2])([O-:3])[c:4]1[cH:5][cH:6][c:7]2[c:8]([cH:20]1)[CH:9]1[CH:10]([C:11]([CH:13]([O:14][CH3:15])[O:16][CH3:17])([CH3:18])[O:12]2)[O:19]1>>[N+:1](=[O:2])([O-:3])[c:4]1[cH:5][cH:6][c:7]2[c:8]([cH:20]1)[CH:9]([N:28]([c:25]1[cH:24][cH:23][c:22]([F:21])[cH:27][cH:26]1)[CH2:29][c:30]1[n:31][n:32][n:33]([CH3:35])[n:34]1)[CH:10]([OH:19])[C:11]([CH:13]([O:14][CH3:15])[O:16][CH3:17])([CH3:18])[O:12]2. The product is COC(OC)C1(C)Oc2ccc([N+](=O)[O-])cc2C(N(Cc2nnn(C)n2)c2ccc(F)cc2)C1O. The reactants are 1h, N(=NC(=O)OC(C)C)C(=O)OC(C)C (Diisopropyl azodicarboxylate), C1(=CC=CC=C1)P(C1=CC=CC=C1)C1=CC=CC=C1 (triphenylphosphine), C(C)(=S)O (thioacetic acid), C(C)=C(CO)CCC=C(C)C (2-ethylidene-6-methyl5-hepten-1-ol), 0.5h, 1h. Run in O1CCCC1 (tetrahydrofuran), O1CCCC1 (tetrahydrofuran). Conditions: temperature 0 celsius, time 0.5 hour. Yields the product C(C)(=O)O.C(C)=C(CS)CCC=C(C)C (2-ethylidene-6-methyl-5-hepten-1-thiol acetate). Yield: 76.8%. As a reaction SMILES: N(C([O:11][CH:12]([CH3:14])C)=O)=NC(OC(C)C)=O.C1(P(C2C=CC=CC=2)C2C=CC=CC=2)C=CC=CC=1.C([OH:37])(=[S:36])C.[CH:38](=[C:40]([CH2:43][CH2:44][CH:45]=[C:46]([CH3:48])[CH3:47])[CH2:41]O)[CH3:39]>O1CCCC1>[C:12]([OH:37])(=[O:11])[CH3:14].[CH:38](=[C:40]([CH2:43][CH2:44][CH:45]=[C:46]([CH3:48])[CH3:47])[CH2:41][SH:36])[CH3:39] |f:5.6|. Procedure details: Diisopropyl azodicarboxylate (2.63g, 0.013 mol) was added dropwise over a 5 min period to a cold (0° C.) mixture of triphenylphosphine (3.40g, 0.013 mol) in tetrahydrofuran (20 mL). The mixture was stirred at 0° C. for 0.5h. A solution of thioacetic acid (0.99g, 0.013 mol) and 2-ethylidene-6-methyl5-hepten-1-ol (1.00g, 0.0065 mol) in tetrahydrofuran (20 mL) was then added dropwise over a 0.5h period to the cold (0° C.) reaction mixture. The mixture was stirred for 1h at 0° C. and then 1h at 25° ... The reactants are Cl.Cl.Cl.N1(CCC1)CCN1CCNCC1 (1-[2-(Azetidin-1-yl)ethyl]piperazine trihydrochloride), ClC(=O)OC1=CC=CC=C1 (phenyl chloroformate), FC1=C(OC2=CC(=NC=N2)N)C=CC(=C1)[N+](=O)[O-] (6-(2-Fluoro-4-nitrophenoxy)pyrimidin-4-ylamine). Solvent: C(C)N(CC)CC (triethylamine), C(C)N(CC)CC (triethylamine), O1CCCC1 (tetrahydrofuran), CN(C=O)C (N,N-dimethylformamide). Run at time 20 minute. The product is crude product, FC1=C(OC2=CC(=NC=N2)NC(=O)N2CCN(CC2)CCN2CCC2)C=CC(=C1)[N+](=O)[O-] (4-[2-(Azetidin-1-yl)ethyl]piperazine-1-carboxylic acid [6-(2-fluoro-4-nitrophenoxy)pyrimidin-4-yl]amide). RXN SMILES: [F:1][C:2]1[CH:15]=[C:14]([N+:16]([O-:18])=[O:17])[CH:13]=[CH:12][C:3]=1[O:4][C:5]1[N:10]=[CH:9][N:8]=[C:7]([NH2:11])[CH:6]=1.Cl[C:20](OC1C=CC=CC=1)=[O:21].Cl.Cl.Cl.[N:32]1([CH2:36][CH2:37][N:38]2[CH2:43][CH2:42][NH:41][CH2:40][CH2:39]2)[CH2:35][CH2:34][CH2:33]1>O1CCCC1.C(N(CC)CC)C.CN(C)C=O>[F:1][C:2]1[CH:15]=[C:14]([N+:16]([O-:18])=[O:17])[CH:13]=[CH:12][C:3]=1[O:4][C:5]1[N:10]=[CH:9][N:8]=[C:7]([NH:11][C:20]([N:41]2[CH2:40][CH2:39][N:38]([CH2:37][CH2:36][N:32]3[CH2:33][CH2:34][CH2:35]3)[CH2:43][CH2:42]2)=[O:21])[CH:6]=1 |f:2.3.4.5|. Reported procedure: 6-(2-Fluoro-4-nitrophenoxy)pyrimidin-4-ylamine (60 mg) was dissolved in tetrahydrofuran (3 ml) under a nitrogen atmosphere, and then triethylamine (0.100 ml) and phenyl chloroformate (0.0903 ml) were added thereto while cooling in an ice water bath, followed by warming to room temperature and stirring for 20 min. The reaction mixture was partitioned between ethyl acetate (50 ml) and a saturated aqueous solution of sodium hydrogencarbonate (30 ml). The organic layer was washed with a saturated aq...